From a dataset of the Open Reaction Database (ORD), a public repository of structured organic reaction records. describe an organic reaction: reactants, conditions, products, and yield Reactants: [Al+3], C1CCOC1, COC(=O)c1cc(F)c(-c2cc(OC)ccc2F)c(C2=CCCC2(C)C)c1, [H-], [H-], [H-], [H-], [Li+], [Na+], [OH-]. Yields the product COc1ccc(F)c(-c2c(F)cc(CO)cc2C2=CCCC2(C)C)c1. Reaction SMILES: [Al+3:29].[CH2:36]1[O:37][CH2:38][CH2:39][CH2:40]1.[CH3:1][C:2]1([CH3:27])[CH2:3][CH2:4][CH:5]=[C:6]1[c:7]1[c:8](-[c:18]2[c:19]([F:26])[cH:20][cH:21][c:22]([O:24][CH3:25])[cH:23]2)[c:9]([F:17])[cH:10][c:11]([C:13](=[O:14])[O:15][CH3:16])[cH:12]1.[H-:28].[H-:31].[H-:32].[H-:33].[Li+:30].[Na+:35].[OH-:34]>>[CH3:1][C:2]1([CH3:27])[CH2:3][CH2:4][CH:5]=[C:6]1[c:7]1[c:8](-[c:18]2[c:19]([F:26])[cH:20][cH:21][c:22]([O:24][CH3:25])[cH:23]2)[c:9]([F:17])[cH:10][c:11]([CH2:13][OH:14])[cH:12]1. The reactants are BrC#CC1=CC=C(C=C1)F (1-(bromoethynyl)-4-fluorobenzene), CN1CC2=C(NC=3C=CC(=CC23)C)CC1 (2,8-Dimethyl-2,3,4,5-tetrahydro-1H-pyrido[4,3-b]indole), N1=CC=CC2=CC=C3C=CC=NC3=C12 (1,10-phenanthroline). Reagents/catalysts: S(=O)(=O)([O-])[O-].[Cu+2] (copper sulfate). Solvent: C1(=CC=CC=C1)C (toluene), C1(=CC=CC=C1)C (toluene). Run at temperature 82.5 celsius, time 10 minute. Yields the product FC1=CC=C(C=C1)C#CN1C2=C(C=3C=C(C=CC13)C)CN(CC2)C (5-((4-fluorophenyl)ethynyl)-2,8-dimethyl-2,3,4,5-tetrahydro-1H-pyrido[4,3-b]indole). As a reaction SMILES: [CH3:1][N:2]1[CH2:15][CH2:14][C:5]2[NH:6][C:7]3[CH:8]=[CH:9][C:10]([CH3:13])=[CH:11][C:12]=3[C:4]=2[CH2:3]1.N1C2C(=CC=C3C=2N=CC=C3)C=CC=1.Br[C:31]#[C:32][C:33]1[CH:38]=[CH:37][C:36]([F:39])=[CH:35][CH:34]=1>C1(C)C=CC=CC=1.S([O-])([O-])(=O)=O.[Cu+2]>[F:39][C:36]1[CH:37]=[CH:38][C:33]([C:32]#[C:31][N:6]2[C:7]3[CH:8]=[CH:9][C:10]([CH3:13])=[CH:11][C:12]=3[C:4]3[CH2:3][N:2]([CH3:1])[CH2:15][CH2:14][C:5]2=3)=[CH:34][CH:35]=1 |f:4.5|. Procedure: 2,8-Dimethyl-2,3,4,5-tetrahydro-1H-pyrido[4,3-b]indole (200 mg, 1.00 mmol) was dissolved in toluene (5 mL). The mixture was stirred for 10 min, and copper sulfate (24.9 mg, 0.01 mmol) and 1,10-phenanthroline (36 mg, 0.2 mmol) were added, and the mixture further stirred for min. To this was added 1-(bromoethynyl)-4-fluorobenzene compound (220 mg, 1.1 mmol) dissolved in toluene and the mixture purged with nitrogen. The reaction mixture was heated at 80-85° C. overnight. The progress of reaction wa... Reactants: COC1=C(C=C(C=C1)[N+](=O)[O-])NS(=O)(=O)C (2-Methoxy-5-nitro-methanesulfonylaminobenzene). Reagents/catalysts: [Pd] (palladium on carbon). The solvent is CO (methanol). Run at time 48 hour. Yields the product COC1=C(C=C(C=C1)N)NS(=O)(=O)C (2-methoxy-5-amino-methanesulfonylaminobenzene). Reaction SMILES: [CH3:1][O:2][C:3]1[CH:8]=[CH:7][C:6]([N+:9]([O-])=O)=[CH:5][C:4]=1[NH:12][S:13]([CH3:16])(=[O:15])=[O:14]>CO.[Pd]>[CH3:1][O:2][C:3]1[CH:8]=[CH:7][C:6]([NH2:9])=[CH:5][C:4]=1[NH:12][S:13]([CH3:16])(=[O:15])=[O:14]. Procedure details: A solution of 2-Methoxy-5-nitro-methanesulfonylaminobenzene (1 g) in methanol (20 ml) containing palladium on carbon (10%, 100 mg) was stirred at RT under hydrogen for 48 h. The mixture was filtered through celite then evaporated to give 2-methoxy-5-amino-methanesulfonylaminobenzene as a brown gum. This was used without purification in the following reaction. Starting materials: O1C(=CC=C1)C=O (furan-2-carbaldehyde), NC1=C2CN(C(C2=CC=C1)=O)C1C(NC(CC1)=O)=O (3-(4-amino-1-oxoisoindolin-2-yl)piperidine-2,6-dione), C(C)(=O)O[BH-](OC(C)=O)OC(C)=O.[Na+] (Sodium triacetoxyborohydride). Solvent: CO (methanol). Conditions: time 24 hour. Yields the product O1C(=CC=C1)CNC1=C2CN(C(C2=CC=C1)=O)C1C(NC(CC1)=O)=O (3-{4-[(2-Furylmethyl)amino]-1-oxoisoindolin-2-yl}piperidine-2,6-dione). The yield is 29.5%. Reaction SMILES: [NH2:1][C:2]1[CH:10]=[CH:9][CH:8]=[C:7]2[C:3]=1[CH2:4][N:5]([CH:12]1[CH2:17][CH2:16][C:15](=[O:18])[NH:14][C:13]1=[O:19])[C:6]2=[O:11].[O:20]1[CH:24]=[CH:23][CH:22]=[C:21]1[CH:25]=O.C(O[BH-](OC(=O)C)OC(=O)C)(=O)C.[Na+]>CO>[O:20]1[CH:24]=[CH:23][CH:22]=[C:21]1[CH2:25][NH:1][C:2]1[CH:10]=[CH:9][CH:8]=[C:7]2[C:3]=1[CH2:4][N:5]([CH:12]1[CH2:17][CH2:16][C:15](=[O:18])[NH:14][C:13]1=[O:19])[C:6]2=[O:11] |f:2.3|. Procedure: To a stirred suspension of 3-(4-amino-1-oxoisoindolin-2-yl)piperidine-2,6-dione (0.52 g, 2.0 mmol) in methanol (50 ml) was added furan-2-carbaldehyde (0.200 g, 2.05 mmol). The mixture was heated to reflux for 4 hours. The solvent was evaporated in vacuo and the residue was dissolved in acetic acid (20 ml). Sodium triacetoxyborohydride (0.450 g, 2.05 mmol) was added to the reaction mixture. The reaction mixture was stirred for 24 hours. The solvent was evaporated in vacuo and the residue was diss... The reactants are CS(C)=O, COc1ccc(-c2ccc(C(=O)O)c(F)c2)cn1. Product: O=C(O)c1ccc(-c2ccc(=O)[nH]c2)cc1F. As a reaction SMILES: [CH3:19][S:20]([CH3:21])=[O:22].[F:1][c:2]1[c:3]([C:4](=[O:5])[OH:6])[cH:7][cH:8][c:9](-[c:11]2[cH:12][n:13][c:14]([O:17][CH3:18])[cH:15][cH:16]2)[cH:10]1>>[F:1][c:2]1[c:3]([C:4](=[O:5])[OH:6])[cH:7][cH:8][c:9](-[c:11]2[cH:12][nH:13][c:14](=[O:17])[cH:15][cH:16]2)[cH:10]1. Starting materials: CC(C)(C)OC(=O)Nc1cc(Cl)c(I)cc1[N+](=O)[O-], OB(O)c1ccc(F)cc1. Product: CC(C)(C)OC(=O)Nc1cc(Cl)c(-c2ccc(F)cc2)cc1[N+](=O)[O-]. As a reaction SMILES: [C:1]([CH3:2])([CH3:3])([CH3:4])[O:5][C:6]([NH:7][c:8]1[c:9]([N+:16](=[O:17])[O-:18])[cH:10][c:11]([I:15])[c:12]([Cl:14])[cH:13]1)=[O:19].[OH:20][B:21]([OH:22])[c:23]1[cH:24][cH:25][c:26]([F:27])[cH:28][cH:29]1>>[C:1]([CH3:2])([CH3:3])([CH3:4])[O:5][C:6]([NH:7][c:8]1[c:9]([N+:16](=[O:17])[O-:18])[cH:10][c:11](-[c:23]2[cH:24][cH:25][c:26]([F:27])[cH:28][cH:29]2)[c:12]([Cl:14])[cH:13]1)=[O:19]. Reactants: O1C(CCCC1)OCCSC1=C(C=CC=C1)C1=NN=C2N1C=C(C=C2)O[C@H]2CC[C@@H](C1=CC=CC=C21)N ((1S,4S)-4-(3-{2-[2-(Tetrahydro-pyran-2-yloxy)-ethylsulfanyl]-phenyl}-[1,2,4]triazolo[4,3-a]pyridin-6-yloxy)-1,2,3,4-tetrahydro-naphthalen-1-ylamine), CCN(C(C)C)C(C)C (DIPEA), C(C)(C)(C)C1=NN(C(=C1)NC(OCC(Cl)(Cl)Cl)=O)C1=CC=C(C=C1)C (2,2,2-trichloroethyl 3-tert-butyl-1-p-tolyl-1H-pyrazol-5-ylcarbamate). Solvent: O1CCOCC1 (dioxane). The product is C(C)(C)(C)C=1C=C(N(N1)C1=CC=C(C=C1)C)NC(=O)N[C@H]1CC[C@@H](C2=CC=CC=C12)OC=1C=CC=2N(C1)C(=NN2)C2=C(C=CC=C2)SCCOC2OCCCC2 (1-(5-tert-Butyl-2-p-tolyl-2H-pyrazol-3-yl)-3-[(1S,4S)-4-(3-{2-[2-(tetrahydro-pyran-2-yloxy)-ethylsulfanyl]-phenyl}-[1,2,4]triazolo[4,3-a]pyridin-6-yloxy)-1,2,3,4-tetrahydro-naphthalen-1-yl]-urea). The yield is 44.7%. As a reaction SMILES: [O:1]1[CH2:6][CH2:5][CH2:4][CH2:3][CH:2]1[O:7][CH2:8][CH2:9][S:10][C:11]1[CH:16]=[CH:15][CH:14]=[CH:13][C:12]=1[C:17]1[N:21]2[CH:22]=[C:23]([O:26][C@@H:27]3[C:36]4[C:31](=[CH:32][CH:33]=[CH:34][CH:35]=4)[C@@H:30]([NH2:37])[CH2:29][CH2:28]3)[CH:24]=[CH:25][C:20]2=[N:19][N:18]=1.CCN(C(C)C)C(C)C.[C:47]([C:51]1[CH:55]=[C:54]([NH:56][C:57](=O)[O:58]CC(Cl)(Cl)Cl)[N:53]([C:65]2[CH:70]=[CH:69][C:68]([CH3:71])=[CH:67][CH:66]=2)[N:52]=1)([CH3:50])([CH3:49])[CH3:48]>O1CCOCC1>[C:47]([C:51]1[CH:55]=[C:54]([NH:56][C:57]([NH:37][C@@H:30]2[C:31]3[C:36](=[CH:35][CH:34]=[CH:33][CH:32]=3)[C@@H:27]([O:26][C:23]3[CH:24]=[CH:25][C:20]4[N:21]([C:17]([C:12]5[CH:13]=[CH:14][CH:15]=[CH:16][C:11]=5[S:10][CH2:9][CH2:8][O:7][CH:2]5[CH2:3][CH2:4][CH2:5][CH2:6][O:1]5)=[N:18][N:19]=4)[CH:22]=3)[CH2:28][CH2:29]2)=[O:58])[N:53]([C:65]2[CH:70]=[CH:69][C:68]([CH3:71])=[CH:67][CH:66]=2)[N:52]=1)([CH3:50])([CH3:48])[CH3:49]. Procedure details: A solution of Example 20 step b (60 mg, 0.11 mmol), DIPEA (26 μL, 0.15 mmol) and 2,2,2-trichloroethyl 3-tert-butyl-1-p-tolyl-1H-pyrazol-5-ylcarbamate (56 mg, 0.138 mmol) in dioxane (5 mL) was heated at 80° C. for 20 h. The reaction was allowed to cool to RT, partitioned between H2O-DCM, the organic phase dried (MgSO4) and concentrated in vacuo. The residue was purified by FCC using MeOH in DCM (0 to 5%) to give the title compound as a yellow foam (38 mg, 45%). LCMS (Method 3): Rt 4.09 min, m/z 7... Starting materials: 14.3, NC=1C=C(C=CC1[N+](=O)[O-])S(=O)(=O)CC(=O)OC (methyl (3-amino-4-nitrobenzenesulfonyl)acetate). The reagents and catalysts are [Ni] (Raney nickel). Solvent: CO (methanol). The product is NC=1C=C(C=CC1N)S(=O)(=O)CC(=O)OC (methyl (3,4-diaminobenzenesulfonyl)acetate). Reaction SMILES: [NH2:1][C:2]1[CH:3]=[C:4]([S:11]([CH2:14][C:15]([O:17][CH3:18])=[O:16])(=[O:13])=[O:12])[CH:5]=[CH:6][C:7]=1[N+:8]([O-])=O>[Ni].CO>[NH2:1][C:2]1[CH:3]=[C:4]([S:11]([CH2:14][C:15]([O:17][CH3:18])=[O:16])(=[O:13])=[O:12])[CH:5]=[CH:6][C:7]=1[NH2:8]. Procedure: 14.3 500 mg of Raney nickel are added to a solution of 2.40 g (8.76 mmol) of methyl (3-amino-4-nitrobenzenesulfonyl)acetate in 50 ml of methanol, and the mixture is hydrogenated at room temperature and atmospheric pressure. The catalyst is filtered off, and the filtrate is evaporated, giving methyl (3,4-diaminobenzenesulfonyl)acetate as a yellow solid; ESI 245.